Dataset: the Open Reaction Database (ORD), a public repository of structured organic reaction records. Task: describe an organic reaction: reactants, conditions, products, and yield Reactants: C(C=C)C(C(=O)OCC)(C(=O)OCC)CCC(=O)O (diethyl allyl(2-carboxyethyl)malonate), C(C(=O)Cl)(=O)Cl (oxalyl chloride). The solvent is C1=CC=CC=C1 (benzene). Reaction conditions: temperature 70 celsius, time 1 hour. Product: C(=O)(OCC)C(CCC(=O)Cl)(CC=C)C(=O)OCC (4,4-dicarboethoxy-6-heptenic acid chloride). Yield: 91.7%. RXN SMILES: [CH2:1]([C:4]([CH2:15][CH2:16][C:17]([OH:19])=O)([C:10]([O:12][CH2:13][CH3:14])=[O:11])[C:5]([O:7][CH2:8][CH3:9])=[O:6])[CH:2]=[CH2:3].C(Cl)(=O)C([Cl:23])=O>C1C=CC=CC=1>[C:5]([C:4]([C:10]([O:12][CH2:13][CH3:14])=[O:11])([CH2:1][CH:2]=[CH2:3])[CH2:15][CH2:16][C:17]([Cl:23])=[O:19])([O:7][CH2:8][CH3:9])=[O:6]. Reported procedure: A benzene solution (14.5 ml) containing diethyl allyl(2-carboxyethyl)malonate (1.95 g, 7.2 mmol) and oxalyl chloride (2.3 g, 18.1 mmol) was stirred at 70° C. for 1 hour. After cooling to room temperature, the reaction liquid was freed of solvent by vacuum distillation. Thus there was obtained 1.92 g of 4,4-dicarboethoxy-6-heptenic acid chloride (yields: 91%). Characteristic Values of 4,4-dicarboethoxy-6-peptenic acid chloride The yield is 41.8%. Procedure: The title compound (1.7 g, 42%) was prepared from 2-ethyl-4-methyl-1,6-dihydro-6-pyrimidone (2.0 g, 14.49 mmol), 4-[2-bromoethoxy]benzaldehyde (332 g, 14.19 mmol). LIBr (2.9 g, 33.33 mmol) and NaH (0.45 g, 18.84 mmol) as base, by a similar procedure to that described in preparation 1. Reaction SMILES: [CH2:1]([C:3]1[NH:4][C:5](=[O:10])[CH:6]=[C:7]([CH3:9])[N:8]=1)[CH3:2].Br[CH2:12][CH2:13][O:14][C:15]1[CH:22]=[CH:21][C:18]([CH:19]=[O:20])=[CH:17][CH:16]=1.[H-].[Na+]>>[CH2:1]([C:3]1[N:4]([CH2:12][CH2:13][O:14][C:15]2[CH:22]=[CH:21][C:18]([CH:19]=[O:20])=[CH:17][CH:16]=2)[C:5](=[O:10])[CH:6]=[C:7]([CH3:9])[N:8]=1)[CH3:2] |f:2.3|. The product is C(C)C=1N(C(C=C(N1)C)=O)CCOC1=CC=C(C=O)C=C1 (4-[2-[2-Ethyl-4-methyl-6-oxo-1,6-dihydro-1-pyrimidinyl]ethoxy]benzaldehyde). The reactants are C(C)C=1NC(C=C(N1)C)=O (2-ethyl-4-methyl-1,6-dihydro-6-pyrimidone), BrCCOC1=CC=C(C=O)C=C1 (4-[2-bromoethoxy]benzaldehyde), [H-].[Na+] (NaH). Reactants: OC=1C2=C(NC(C1C(=O)OCC)=O)C=CS2 (ethyl 4,5-dihydro-7-hydroxy-5-oxothieno[3,2-b]pyridine-6-carboxylate), NC1=CC=NC=C1 (4-aminopyridine), C=1(C(=CC=CC1)C)C (xylene). Solvent: CN(C=O)C (dimethylformamide). Conditions: temperature 140 celsius. Yields the product OC=1C2=C(NC(C1C(=O)NC1=CC=NC=C1)=O)C=CS2 (4,5-Dihydro-7-hydroxy-5-oxo-N-(4-pyridyl)thieno[3,2-b]-pyridine-6-carboxamide). The yield is 66.6%. Reaction SMILES: [OH:1][C:2]1[C:3]2[S:16][CH:15]=[CH:14][C:4]=2[NH:5][C:6](=[O:13])[C:7]=1[C:8]([O:10]CC)=O.[NH2:17][C:18]1[CH:23]=[CH:22][N:21]=[CH:20][CH:19]=1.C1(C)C(C)=CC=CC=1>CN(C)C=O>[OH:1][C:2]1[C:3]2[S:16][CH:15]=[CH:14][C:4]=2[NH:5][C:6](=[O:13])[C:7]=1[C:8]([NH:17][C:18]1[CH:23]=[CH:22][N:21]=[CH:20][CH:19]=1)=[O:10]. Procedure: A mixture of 2.48 g (10.4 mmols) of ethyl 4,5-dihydro-7-hydroxy-5-oxothieno[3,2-b]pyridine-6-carboxylate [J. Chem. Res. (S), 6 (1980); J. Chem. Res. (M), 113 (1980)], 1.01 g (10.7 mmols) of 4-aminopyridine, 50 ml of xylene and 10 ml of dimethylformamide was heated at 140° C. for an hour. After completion of the reaction, insoluble matters were filtered and tritylated with dimethylformamide with heating to give 1.99 g (yield: 67%) of Compound 2. Reactants: FC=1C=C(C=2C3=C(NC2C1)CNCC3=O)C(=O)OC (methyl 7-fluoro-4-oxo-2,3,4,9-tetrahydro-1H-pyrido[3,4-b]indole-5-carboxylate), C(C(C)(C)C)(=O)Cl (pivaloyl chloride), C1(CC1)C(=O)N1CC=2C=3C=4C(=CC=CC4NC3C1)C(NN2)=O (2-(cyclopropanecarbonyl)-2,3,4,9-tetrahydro-2,4,9,10-tetraazacyclohepta[def]fluoren-8(1H)-one). Yields the product FC1=CC=2NC=3CN(CC=4C3C2C(=C1)C(NN4)=O)C(C(C)(C)C)=O (6-Fluoro-2-pivaloyl-2,3,4,9-tetrahydro-2,4,9,10-tetraazacyclohepta[def]fluoren-8(1H)-one). RXN SMILES: [F:1][C:2]1[CH:3]=[C:4]([C:16]([O:18]C)=O)[C:5]2[C:6]3[C:14](=O)[CH2:13][NH:12][CH2:11][C:7]=3[NH:8][C:9]=2[CH:10]=1.[C:20](Cl)(=[O:25])[C:21]([CH3:24])([CH3:23])[CH3:22].C1(C(N2CC3NC4C=CC=C5C(=O)[NH:46][N:47]=C(C=3C=45)C2)=O)CC1>>[F:1][C:2]1[CH:3]=[C:4]2[C:16](=[O:18])[NH:46][N:47]=[C:14]3[C:6]4[C:5]2=[C:9]([NH:8][C:7]=4[CH2:11][N:12]([C:20](=[O:25])[C:21]([CH3:24])([CH3:23])[CH3:22])[CH2:13]3)[CH:10]=1. Procedure details: Compound 52 was prepared from methyl 7-fluoro-4-oxo-2,3,4,9-tetrahydro-1H-pyrido[3,4-b]indole-5-carboxylate and pivaloyl chloride according to the procedures similar to those for Compound 47. 1H NMR (DMSO-d6) δ 11.9 (s, 1H), 10.2 (s, 1H), 7.45 (dd, 1H, J=2.4, 9.6 Hz), 7.22 (dd, 1H, J=2.4, 10.2 Hz), 4.92 (s, 2H), 4.42 (s, 2H), and 1.24 (s, 9H). MS (ESI) m/e [M+1]+ 329. Starting materials: C(OC(C)Cl)([O-])=O (1-chloroethyl carbonate), CCOC1=NC2=CC=CC(=C2N1CC3=CC=C(C=C3)C4=CC=CC=C4C5=NN=NN5C(C6=CC=CC=C6)(C7=CC=CC=C7)C8=CC=CC=C8)C(=O)O (trityl candesartan), C([O-])([O-])=O.[K+].[K+] (potassium carbonate), [I-].[K+] (potassium iodide). Solvent: CS(=O)C (DMSO), O (water), C1(=CC=CC=C1)C (toluene). Conditions: temperature 62.5 celsius. The product is CCOC1=NC2=CC=CC(=C2N1CC3=CC=C(C=C3)C4=CC=CC=C4C5=NN=NN5C(C6=CC=CC=C6)(C7=CC=CC=C7)C8=CC=CC=C8)C(=O)OC(C)OC(=O)OC9CCCCC9 (Trityl Candesartan Cilexetil). Reaction SMILES: [C:1](=[O:7])([O-:6])[O:2][CH:3](Cl)[CH3:4].[CH3:8][CH2:9][O:10][C:11]1[N:19]([CH2:20][C:21]2[CH:26]=[CH:25][C:24]([C:27]3[C:32]([C:33]4[N:37]([C:38]([C:51]5[CH:56]=[CH:55][CH:54]=[CH:53][CH:52]=5)([C:45]5[CH:50]=[CH:49][CH:48]=[CH:47][CH:46]=5)[C:39]5[CH:44]=[CH:43][CH:42]=[CH:41][CH:40]=5)[N:36]=[N:35][N:34]=4)=[CH:31][CH:30]=[CH:29][CH:28]=3)=[CH:23][CH:22]=2)[C:18]2[C:13](=[CH:14][CH:15]=[CH:16][C:17]=2[C:57]([OH:59])=[O:58])[N:12]=1.C(=O)([O-])[O-].[K+].[K+].[I-].[K+]>CS(C)=O.O.C1(C)C=CC=CC=1>[CH3:8][CH2:9][O:10][C:11]1[N:19]([CH2:20][C:21]2[CH:22]=[CH:23][C:24]([C:27]3[C:32]([C:33]4[N:37]([C:38]([C:45]5[CH:46]=[CH:47][CH:48]=[CH:49][CH:50]=5)([C:51]5[CH:52]=[CH:53][CH:54]=[CH:55][CH:56]=5)[C:39]5[CH:44]=[CH:43][CH:42]=[CH:41][CH:40]=5)[N:36]=[N:35][N:34]=4)=[CH:31][CH:30]=[CH:29][CH:28]=3)=[CH:25][CH:26]=2)[C:18]2[C:13](=[CH:14][CH:15]=[CH:16][C:17]=2[C:57]([O:59][CH:3]([O:2][C:1]([O:6][CH:13]2[CH2:18][CH2:17][CH2:16][CH2:15][CH2:14]2)=[O:7])[CH3:4])=[O:58])[N:12]=1 |f:2.3.4,5.6|. Reported procedure: Carbohexyl 1-chloroethyl carbonate (36 g) is added to a suspension of trityl candesartan (100 g), potassium carbonate (24 g) and potassium iodide (12 g) in DMSO (500 ml) at temperature of 60-65° C. over 30 min. Reaction mass is maintained at 60-65° C. for 2 hrs, added toluene (300 ml) and water (300 ml). Reaction mass is mixed for 15 min., allowed to settle, the layers are separated at 60-65° C. and aqueous layer is extracted with toluene (200 ml). Water (200 ml) washings are given to the combin... The reactants are COC(C1=C(C=CC=C1)OC)=O (2-methoxybenzoic acid methyl ester), C(C)#N (acetonitrile), [NH2-].[Na+] (sodamide). The product is COC1=C(C(=O)CC#N)C=CC=C1 (2-methoxybenzoylacetonitrile). Isolated yield 84.0%. Reaction SMILES: CO[C:3](=[O:12])[C:4]1[CH:9]=[CH:8][CH:7]=[CH:6][C:5]=1[O:10][CH3:11].[NH2-].[Na+].[C:15](#[N:17])[CH3:16]>>[CH3:11][O:10][C:5]1[CH:6]=[CH:7][CH:8]=[CH:9][C:4]=1[C:3]([CH2:16][C:15]#[N:17])=[O:12] |f:1.2|. Procedure: In agreement with this data the condensation of 2-methoxybenzoic acid methyl ester with acetonitrile using sodamide/liquid ammonia gives 2-methoxybenzoylacetonitrile in 84% yield, in contrast this same reaction using sodium hydride in benzene only leads to a 27.4% reaction yield. (Kawase, Bull, Chem. Soc. Japan, Vol. 35 (1962), pages 1869-1871.) Reactants: C(#N)CC(=O)NCCO (2-Cyano-N-(2-hydroxyethyl)acetamide), C(C)(=O)[O-].[NH4+] (ammonium acetate), C1(CCCCC1)=O (cyclohexanone), C(C)(=O)O (acetic acid). Run in C1(=CC=CC=C1)C (toluene), O (water). Yields the product C(#N)C(C(=O)NCCO)=C1CCCCC1 (2-Cyano-2-cyclohexylidene-N-(2-hydroxyethyl)acetamide). RXN SMILES: [C:1]([CH2:3][C:4]([NH:6][CH2:7][CH2:8][OH:9])=[O:5])#[N:2].[C:10]1(=O)[CH2:15][CH2:14][CH2:13][CH2:12][CH2:11]1.C(O)(=O)C.C([O-])(=O)C.[NH4+]>C1(C)C=CC=CC=1.O>[C:1]([C:3](=[C:10]1[CH2:15][CH2:14][CH2:13][CH2:12][CH2:11]1)[C:4]([NH:6][CH2:7][CH2:8][OH:9])=[O:5])#[N:2] |f:3.4|. Reported procedure: 2-Cyano-N-(2-hydroxyethyl)acetamide (4.62 g, 36.1 mmol), cyclohexanone (3.89 g, 4.10 mL, 39.7 mmol), acetic acid (0.433 g, 0.413 mL, 7.21 mmol) and ammonium acetate (2.78 g, 36.1 mmol) were suspended in toluene (150 mL) and the mixture heated to reflux under Dean-Stark conditions until no more water was collected (˜1.5 h). The mixture was concentrated to remove toluene before partitioning between EtOAc/Water. The organic phase was collected, dried and concentrated to a lower volume before additi...